This data is from the Open Reaction Database (ORD), a public repository of structured organic reaction records. The task is: describe an organic reaction: reactants, conditions, products, and yield Reactants: CCC(=O)CC(=O)CC, CCc1cc(CC)c(C#N)c(=O)[nH]1, N#CCC(N)=O, CCNCC, CCO, Cl. The product is CCc1cc(CC)[nH]c(=O)c1. RXN SMILES: [C:14]([CH2:15][C:16](=[O:17])[CH2:18][CH3:19])(=[O:20])[CH2:21][CH3:22].[C:1](#[N:2])[c:3]1[c:4](=[O:13])[nH:5][c:6]([CH2:11][CH3:12])[cH:7][c:8]1[CH2:9][CH3:10].[C:23]([CH2:24][C:25]([NH2:26])=[O:27])#[N:28].[CH2:29]([NH:30][CH2:31][CH3:32])[CH3:33].[CH3:35][CH2:36][OH:37].[ClH:34]>>[cH:3]1[c:4](=[O:13])[nH:5][c:6]([CH2:11][CH3:12])[cH:7][c:8]1[CH2:9][CH3:10].